Dataset: the Open Reaction Database (ORD), a public repository of structured organic reaction records. Task: describe an organic reaction: reactants, conditions, products, and yield Reactants: ClC1=CC(=C(CN2N=CC3=CC(=CC=C23)C=C2C(NC(S2)=O)=O)C=C1)C(F)(F)F (5-[1-(4-chloro-2-trifluoromethylbenzyl)-1H-indazol-5-ylmethylene]thiazolidine-2,4-dione), C(C)(C)(C)OC(=O)N1C[C@H]([C@@H](C1)O)F ((trans)-3-fluoro-4-hydroxypyrrolidine-1-carboxylic acid tert-butyl ester). Yields the product C(C)(C)(C)OC(=O)N1C[C@H]([C@H](C1)F)N1C(SC(C1=O)=CC=1C=C2C=NN(C2=CC1)CC1=C(C=C(C=C1)Cl)C(F)(F)F)=O (3-{5-[1-(4-Chloro-2-trifluoromethylbenzyl)-1H-indazol-5-ylmethylene]-2,4-dioxothiazolidin-3-yl}-(cis)-4-fluoropyrrolidine-1-carboxylic acid tert-butyl ester). As a reaction SMILES: [Cl:1][C:2]1[CH:25]=[CH:24][C:5]([CH2:6][N:7]2[C:15]3[C:10](=[CH:11][C:12]([CH:16]=[C:17]4[S:21][C:20](=[O:22])[NH:19][C:18]4=[O:23])=[CH:13][CH:14]=3)[CH:9]=[N:8]2)=[C:4]([C:26]([F:29])([F:28])[F:27])[CH:3]=1.[C:30]([O:34][C:35]([N:37]1[CH2:41][C@@H:40](O)[C@H:39]([F:43])[CH2:38]1)=[O:36])([CH3:33])([CH3:32])[CH3:31]>>[C:30]([O:34][C:35]([N:37]1[CH2:38][C@H:39]([F:43])[C@H:40]([N:19]2[C:18](=[O:23])[C:17](=[CH:16][C:12]3[CH:11]=[C:10]4[C:15](=[CH:14][CH:13]=3)[N:7]([CH2:6][C:5]3[CH:24]=[CH:25][C:2]([Cl:1])=[CH:3][C:4]=3[C:26]([F:27])([F:29])[F:28])[N:8]=[CH:9]4)[S:21][C:20]2=[O:22])[CH2:41]1)=[O:36])([CH3:33])([CH3:31])[CH3:32]. Reported procedure: 3-{5-[1-(4-Chloro-2-trifluoromethylbenzyl)-1H-indazol-5-ylmethylene]-2,4-dioxothiazolidin-3-yl}-(cis)-4-fluoropyrrolidine-1-carboxylic acid tert-butyl ester was prepared from 5-[1-(4-chloro-2-trifluoromethylbenzyl)-1H-indazol-5-ylmethylene]thiazolidine-2,4-dione (from Example 1) and (trans)-3-fluoro-4-hydroxypyrrolidine-1-carboxylic acid tert-butyl ester following General Procedure J. The reactants are COC(C1=CC=C(C=C1)C(=O)O)=O (4-carboxybenzoic acid methyl ester), S(=O)(Cl)Cl (thionyl chloride), S(O)(O)(=O)=O (sulfuric acid), acid chloride, C(C)OC(CCC1=C(C=CC=C1)OC)=O (2-methoxybenzenepropanoic acid ethyl ester), S(O)(O)(=O)=O (sulfuric acid), C(C)O (ethanol), S(=O)(Cl)Cl (thionyl chloride), [Cl-].[Al+3].[Cl-].[Cl-] (Aluminum chloride). Solvent: CCOCC (ether), C1(=CC=CC=C1)C (toluene), C1(=CC=CC=C1)C (toluene), C(Cl)Cl (methylene chloride). Run at temperature 95 celsius, time 25 hour. The product is C(C)OC(CCC1=C(C=CC(=C1)C(=O)C1=CC=C(C=C1)C(=O)OCC)O)=O (5-[[4-(Ethoxycarbonyl)phenyl]carbonyl]-2-hydroxybenzenepropanoic Acid Ethyl Ester). Isolated yield 27.1%. As a reaction SMILES: [CH3:1][O:2][C:3](=[O:13])[C:4]1[CH:9]=[CH:8][C:7]([C:10]([OH:12])=O)=[CH:6][CH:5]=1.S(Cl)(Cl)=O.[CH2:18]([O:20][C:21](=[O:32])[CH2:22][CH2:23][C:24]1[CH:29]=[CH:28][CH:27]=[CH:26][C:25]=1[O:30]C)[CH3:19].[Cl-].[Al+3].[Cl-].[Cl-].S(=O)(=O)(O)O.[CH2:42](O)C>CCOCC.C(Cl)Cl.C1(C)C=CC=CC=1>[CH2:18]([O:20][C:21](=[O:32])[CH2:22][CH2:23][C:24]1[CH:29]=[C:28]([C:10]([C:7]2[CH:6]=[CH:5][C:4]([C:3]([O:2][CH2:1][CH3:42])=[O:13])=[CH:9][CH:8]=2)=[O:12])[CH:27]=[CH:26][C:25]=1[OH:30])[CH3:19] |f:3.4.5.6|. Procedure details: A mixture of 3.6 g (20 mmol) of 4-carboxybenzoic acid methyl ester, 25 mL of toluene and 6 mL of thionyl chloride was heated in an oil bath kept at ca. 90° C. Another 25 mL of toluene was added after 1 hr, an additional 6 mL quantity of thionyl chloride was added after 2.3 hr, and heating was continued for an additional 25 hr. The solvent and excess thionyl chloride were removed in vacuo. To the residue was added 25 mL of toluene and 6 mL of thionyl chloride and the mixture was again heated at 9... Starting materials: C(C)(C)(C)OC(=O)N1CC2=CC=C(C=C2C1)B1OC(C(O1)(C)C)(C)C (5-(4,4,5,5-Tetramethyl-[1,3,2]dioxaborolan-2-yl)-1,3-dihydro-isoindole-2-carboxylic acid tert-butyl ester), BrC=1C=C(SC1)C (4-bromo-2-methylthiophene). Product: C(C)(C)(C)OC(=O)N1CC2=CC=C(C=C2C1)C1=CSC(=C1)C (5-(5-Methyl-thiophen-3-yl)-1,3-dihydro-isoindole-2-carboxylic acid tert-butyl ester). Reaction SMILES: [C:1]([O:5][C:6]([N:8]1[CH2:16][C:15]2[C:10](=[CH:11][CH:12]=[C:13](B3OC(C)(C)C(C)(C)O3)[CH:14]=2)[CH2:9]1)=[O:7])([CH3:4])([CH3:3])[CH3:2].Br[C:27]1[CH:28]=[C:29]([CH3:32])[S:30][CH:31]=1>>[C:1]([O:5][C:6]([N:8]1[CH2:16][C:15]2[C:10](=[CH:11][CH:12]=[C:13]([C:27]3[CH:28]=[C:29]([CH3:32])[S:30][CH:31]=3)[CH:14]=2)[CH2:9]1)=[O:7])([CH3:2])([CH3:3])[CH3:4]. Procedure: Prepared in analogy to Example A23(b) from 5-(4,4,5,5-Tetramethyl-[1,3,2]dioxaborolan-2-yl)-1,3-dihydro-isoindole-2-carboxylic acid tert-butyl ester and 4-bromo-2-methylthiophene (commercial). Light yellow solid. MS (m/e): 315.2 ([M]+, 100%)